From a dataset of the Open Reaction Database (ORD), a public repository of structured organic reaction records. describe an organic reaction: reactants, conditions, products, and yield As a reaction SMILES: CC([C:4]1[CH:13]=[CH:12][C:7]([O:8][CH2:9][CH2:10][OH:11])=[CH:6][CH:5]=1)=C.OO.[OH:16]S(O)(=O)=O.[O-]S([O-])=O.[Na+].[Na+]>CO>[OH:11][CH2:10][CH2:9][O:8][C:7]1[CH:12]=[CH:13][C:4]([OH:16])=[CH:5][CH:6]=1 |f:3.4.5|. The product is OCCOC1=CC=C(C=C1)O (4-(2-Hydroxyethoxy)phenol). Starting materials: [O-]S(=O)[O-].[Na+].[Na+] (Na2SO3), CC(=C)C1=CC=C(OCCO)C=C1 (2-(4-(1-methylethenyl)phenoxy)ethanol), OO (H2O2), OS(=O)(=O)O (H2SO4). Reported procedure: To a mixture of 2.50 g 2-(4-(1-methylethenyl)phenoxy)ethanol, 10 ml methanol, and 1.1 equivalents 50% aqueous H2O2 were added 0.1 equivalent 98% H2SO4. The reaction mixture warmed itself to reflux which subsided in a few minutes. After addition of 0.2 equivalent Na2SO3, methanol was removed under reduced pressure. The residue was taken up in ether, dried over Na2SO4 and NaHCO3, and filtered. Removal of solvent left 4-(2-(hydroxyethoxy)phenol in quantitative yield. Run in CO (methanol), CO (methanol). The reactants are CO, Cl, NC1CCc2ccc([N+](=O)[O-])cc21. Yields the product Cl, Nc1ccc2c(c1)C(N)CC2. Reaction SMILES: [CH3:15][OH:16].[ClH:1].[N+:2]([O-:3])(=[O:4])[c:5]1[cH:6][cH:7][c:8]2[c:12]([cH:13]1)[CH:11]([NH2:14])[CH2:10][CH2:9]2>>[ClH:1].[NH2:2][c:5]1[cH:6][cH:7][c:8]2[c:12]([cH:13]1)[CH:11]([NH2:14])[CH2:10][CH2:9]2. Starting materials: ClC1=C(C=C(C=C1)[N+](=O)[O-])/C=C/C=1SC=C(N1)C(C)C ((E)-2-[2-(2-chloro-5-nitrophenyl)ethenyl]-4-(1-methylethyl)thiazole), O.O.[Sn](Cl)Cl (tin(II) chloride dihydrate), [OH-].[Na+] (sodium hydroxide). The solvent is ice water, C(C)O (ethyl alcohol). Product: NC=1C=CC(=C(C1)/C=C/C=1SC=C(N1)C(C)C)Cl ((E)-2-[2-(5-amino-2-chlorophenyl)ethenyl]-4-(1-methylethyl)thiazole). RXN SMILES: [Cl:1][C:2]1[CH:7]=[CH:6][C:5]([N+:8]([O-])=O)=[CH:4][C:3]=1/[CH:11]=[CH:12]/[C:13]1[S:14][CH:15]=[C:16]([CH:18]([CH3:20])[CH3:19])[N:17]=1.O.O.[Sn](Cl)Cl.[OH-].[Na+]>C(O)C>[NH2:8][C:5]1[CH:6]=[CH:7][C:2]([Cl:1])=[C:3](/[CH:11]=[CH:12]/[C:13]2[S:14][CH:15]=[C:16]([CH:18]([CH3:19])[CH3:20])[N:17]=2)[CH:4]=1 |f:1.2.3,4.5|. Reported procedure: A solution composed of 3.0 g of (E)-2-[2-(2-chloro-5-nitrophenyl)ethenyl]-4-(1-methylethyl)thiazole, 8.0 g of tin(II) chloride dihydrate and 100 ml of ethyl alcohol was heated to reflux for 1 hr. The reaction mixture was then condensed to half of its original volume, diluted with ice water, basified with 3N sodium hydroxide and extracted with methylene chloride. The combined extracts were washed with water and brine, dried (MgSO4) and condensed in vacuo to yield (E)-2-[2-(5-amino-2-chlorophenyl)... Starting materials: resultant solution, C(C)(C)(C)OC(=O)N(CCC(=O)O)C (3-(tert-butoxycarbonyl(methyl)amino)propanoic acid), C(=O)([O-])[O-].[K+].[K+] (K2CO3), CI (MeI). The solvent is CN(C)C=O (DMF). Product: C(C)(C)(C)OC(=O)N(CCC(=O)OC)C (methyl 3-(tert-butoxycarbonyl(methyl)amino)propanoate). Yield: 99.2%. RXN SMILES: [C:1]([O:5][C:6]([N:8]([CH3:14])[CH2:9][CH2:10][C:11]([OH:13])=[O:12])=[O:7])([CH3:4])([CH3:3])[CH3:2].[C:15]([O-])([O-])=O.[K+].[K+].CI>CN(C=O)C>[C:1]([O:5][C:6]([N:8]([CH3:14])[CH2:9][CH2:10][C:11]([O:13][CH3:15])=[O:12])=[O:7])([CH3:4])([CH3:3])[CH3:2] |f:1.2.3|. Reported procedure: To a solution of 3-(tert-butoxycarbonyl(methyl)amino)propanoic acid (7.0 g, 0.032 mol) and K2CO3 (13.3 g, 0.096 mol) in DMF (100 mL) was added MeI (9.0 g, 0.064 mol) at rt. The resultant solution was stirred at rt for 3 hrs. The reaction mixture was quenched with ice water and extracted with ethyl acetate (2×). The combined organic layer was dried over Na2SO4, and concentrated under reduced pressure. The residue was purified by silica gel column chromatography (gradient elution 0%-10% EtOAc/petr... Starting materials: CC(C)=O, CCO, O=C(NC1CN(S(=O)(=O)O)C1=O)OCc1ccccc1, Oc1cccc2ccc[nH+]c12. Product: O=C(NC1CNC1=O)OCc1ccccc1. As a reaction SMILES: [CH3:32][C:33](=[O:34])[CH3:35].[CH3:36][CH2:37][OH:38].[O:1]=[C:2]1[N:3]([S:17]([OH:18])(=[O:19])=[O:20])[CH2:4][CH:5]1[NH:6][C:7](=[O:8])[O:9][CH2:10][c:11]1[cH:12][cH:13][cH:14][cH:15][cH:16]1.[OH:21][c:22]1[cH:23][cH:24][cH:25][c:26]2[c:27]1[nH+:28][cH:29][cH:30][cH:31]2>>[O:1]=[C:2]1[NH:3][CH2:4][CH:5]1[NH:6][C:7](=[O:8])[O:9][CH2:10][c:11]1[cH:12][cH:13][cH:14][cH:15][cH:16]1. The reactants are N(N)C1=NC=CC2=CC(=CC=C12)OC (1-Hydrazino-6-methoxyisoquinoline), C(C)(=O)O (acetic acid), C([O-])(O)=O.[K+] (potassium bicarbonate). Solvent: O (water). Yields the product CC1=NN=C2N1C=CC1=CC(=CC=C21)OC (3-Methyl-8-methoxy-s-triazolo-[3,4-a]-isoquinoline). Isolated yield 24.0%. RXN SMILES: [NH:1]([C:3]1[C:12]2[C:7](=[CH:8][C:9]([O:13][CH3:14])=[CH:10][CH:11]=2)[CH:6]=[CH:5][N:4]=1)[NH2:2].C(=O)(O)[O-].[K+].[C:20](O)(=O)[CH3:21]>O>[CH3:20][C:21]1[N:4]2[CH:5]=[CH:6][C:7]3[C:12]([C:3]2=[N:1][N:2]=1)=[CH:11][CH:10]=[C:9]([O:13][CH3:14])[CH:8]=3 |f:1.2|. Procedure details: 1-Hydrazino-6-methoxyisoquinoline (9.6 g., 0.05 mol.) was dissolved in glacial acetic acid (190 ml.) and the solution was heated at reflux for four hours. Excess acetic acid was removed in vacuo to provide a brown oil. The oil was slurried in water and was treated with potassium bicarbonate to yield a solid. The solid was treated with decolorizing carbon and was recrystallized three times from benzene to give the productin a yield of 24%; m.p. 183°-184°C. Reactants: C(#C)C=1C=C(C=CC1)NC1=NC=NC2=CC=C(C=C12)N (N4-(3-ethynylphenyl)quinazoline-4,6-diamine), N1=CC=CC=C1 (pyridine), COC(CNC)OC ((methylamino)acetaldehyde dimethylacetal), ClC(=O)OC1=CC=CC=C1 (phenyl chloroformate). Solvent: CN(C)C=O (DMF), C(C)(=O)OCC (ethyl acetate). Reaction conditions: temperature 100 celsius, time 10 minute. Product: C(#C)C=1C=C(C=CC1)NC1=NC=NC2=CC=C(C=C12)N1C(N(C=C1)C)=O (1-(4-(3-ethynylphenylamino)quinazolin-6-yl)-3-methyl-1H-imidazol-2 (3H)-one). The yield is 83.0%. Reaction SMILES: [C:1]([C:3]1[CH:4]=[C:5]([NH:9][C:10]2[C:19]3[C:14](=[CH:15][CH:16]=[C:17]([NH2:20])[CH:18]=3)[N:13]=[CH:12][N:11]=2)[CH:6]=[CH:7][CH:8]=1)#[CH:2].[N:21]1[CH:26]=[CH:25]C=C[CH:22]=1.Cl[C:28](OC1C=CC=CC=1)=[O:29].COC(OC)CNC>CN(C=O)C.C(OCC)(=O)C>[C:1]([C:3]1[CH:4]=[C:5]([NH:9][C:10]2[C:19]3[C:14](=[CH:15][CH:16]=[C:17]([N:20]4[CH:25]=[CH:26][N:21]([CH3:22])[C:28]4=[O:29])[CH:18]=3)[N:13]=[CH:12][N:11]=2)[CH:6]=[CH:7][CH:8]=1)#[CH:2]. Procedure details: To a solution of N4-(3-ethynylphenyl)quinazoline-4,6-diamine (100 mg, 0.38 mmol) in DMF (2 mL) containing pyridine (37 μL, 0.46 mmol) was added phenyl chloroformate (49 μL, 0.38 mmol) dropwise at room temperature. After 10 min, (methylamino)acetaldehyde dimethylacetal (45.2 mg, 0.38 mmol) was added and the reaction mixture was heated to 100° C. for 1 h. After cooled to room temperature, the reaction mixture was diluted with ethyl acetate and washed with water. The combined organic layers were co... The reactants are O=C([O-])[O-], CC#N, FC(F)(F)c1cccc(C(Cl)c2ccc3ncccc3c2Cl)c1, [K+], [K+], c1nc[nH]n1. Product: FC(F)(F)c1cccc(C(c2ccc3ncccc3c2Cl)n2cncn2)c1. As a reaction SMILES: [C:29](=[O:30])([O-:31])[O-:32].[CH3:35][C:36]#[N:37].[Cl:1][c:2]1[c:3]2[cH:4][cH:5][cH:6][n:7][c:8]2[cH:9][cH:10][c:11]1[CH:12]([c:13]1[cH:14][c:15]([C:19]([F:20])([F:21])[F:22])[cH:16][cH:17][cH:18]1)[Cl:23].[K+:33].[K+:34].[nH:24]1[n:25][cH:26][n:27][cH:28]1>>[Cl:1][c:2]1[c:3]2[cH:4][cH:5][cH:6][n:7][c:8]2[cH:9][cH:10][c:11]1[CH:12]([c:13]1[cH:14][c:15]([C:19]([F:20])([F:21])[F:22])[cH:16][cH:17][cH:18]1)[n:24]1[n:25][cH:26][n:27][cH:28]1. The reactants are C(=O)(O)[O-].[Na+] (NaHCO3), FC1=C(C(C(=O)O)=C(C=C1)F)N (3,6-difluoroanthranilic acid), FC1=C2C(NC(=NC2=C(C=C1)F)C)=O (5,8-difluoro-2-methyl-3H-quinazolin-4-one), P(Cl)(Cl)(Cl)(Cl)Cl (phosphorus pentachloride). Reagents/catalysts: [Pd] (palladium on carbon). Solvent: C(C)(=O)O (acetic acid), C(C)(=O)OC(C)=O (acetic acid anhydride), P(=O)(Cl)(Cl)Cl (phosphoryl chloride). Reaction conditions: time 72 hour. Product: FC1=C2C=NC(=NC2=C(C=C1)F)C (5,8-difluoro-2-methylquinazoline). Yield: 58.2%. Reaction SMILES: FC1C=CC(F)=C(C(O)=O)C=1N.[F:13][C:14]1[CH:23]=[CH:22][C:21]([F:24])=[C:20]2[C:15]=1[C:16](=O)[NH:17][C:18]([CH3:25])=[N:19]2.P(Cl)(Cl)(Cl)(Cl)Cl.C([O-])(O)=O.[Na+]>C(OC(=O)C)(=O)C.P(Cl)(Cl)(Cl)=O.[Pd].C(O)(=O)C>[F:13][C:14]1[CH:23]=[CH:22][C:21]([F:24])=[C:20]2[C:15]=1[CH:16]=[N:17][C:18]([CH3:25])=[N:19]2 |f:3.4|. Procedure details: The 3,6-difluoroanthranilic acid is heated in 8 ml of acetic acid anhydride for 45 minutes to 100° C. After cooling, the acetic acid that is produced and excess acetic acid anhydride are removed azeotropically with toluene in a vacuum. The residue is mixed with 40 ml of a 25% ammonia solution while being cooled with ice, and it is stirred for 72 hours. It is diluted with water and acidified with acetic acid. It is extracted with ethyl acetate, the organic phase is washed with water, dried on sod... Conditions: temperature 50 celsius, time 1 hour. Reactants: C1(=CC=CC=C1)C (toluene), C1(=CC=C(C=C1)S(=O)(=O)OC[C@@H](OC(C)(C)OC)C1=CC=CC=C1)C ((S)-2-phenyl-2-(1-methoxy-1-methylethyloxy)ethyl p-toluenesulfonate), O.C1(=CC=C(C=C1)S(=O)(=O)O)C (p-toluenesulfonic acid monohydrate). The solvent is CO (methanol). Procedure details: Into toluene (10 ml) were added (S)-2-phenyl-2-(1-methoxy-1-methylethyloxy)ethyl p-toluenesulfonate (3.0 g), p-toluenesulfonic acid monohydrate (1.7 g) and methanol (0.5 g), and the resulting mixture was stirred at 50° C. for 1 hour. The reaction mixture was washed with a saturated aqueous sodium hydrogen carbonate solution, then with a saturated aqueous sodium chloride solution, and dried with anhydrous magnesium sulfate. The desiccant was filtered off and then the solvent was distilled off und... The product is C1(=CC=C(C=C1)S(=O)(=O)OC[C@@H](O)C1=CC=CC=C1)C ((S)-2-phenyl-2-hydroxyethyl p-Toluenesulfonate). As a reaction SMILES: C1(C)C=CC=CC=1.[C:8]1([CH3:32])[CH:13]=[CH:12][C:11]([S:14]([O:17][CH2:18][C@H:19]([C:26]2[CH:31]=[CH:30][CH:29]=[CH:28][CH:27]=2)[O:20]C(OC)(C)C)(=[O:16])=[O:15])=[CH:10][CH:9]=1.O.C1(C)C=CC(S(O)(=O)=O)=CC=1>CO>[C:8]1([CH3:32])[CH:9]=[CH:10][C:11]([S:14]([O:17][CH2:18][C@H:19]([C:26]2[CH:27]=[CH:28][CH:29]=[CH:30][CH:31]=2)[OH:20])(=[O:16])=[O:15])=[CH:12][CH:13]=1 |f:2.3|.